From a dataset of the Open Reaction Database (ORD), a public repository of structured organic reaction records. describe an organic reaction: reactants, conditions, products, and yield The reactants are CC1=C(C(CC=C1)(C)C)C(\C=C\C)=O (2,6,6-trimethyl-1-crotonoyl-1,3-cyclohexadiene). Solvent: O1CCOCC1 (dioxan). Product: CC12C=CCC(C2C(C=C1C)=O)(C)C (1,5,5,9-Tetramethylbicyclo[4.3.0]nona-2,8-dien-7-one). RXN SMILES: [CH3:1][C:2]1[CH:7]=[CH:6][CH2:5][C:4]([CH3:9])([CH3:8])[C:3]=1[C:10](=[O:14])/[CH:11]=[CH:12]/[CH3:13]>O1CCOCC1>[CH3:1][C:2]12[C:12]([CH3:13])=[CH:11][C:10](=[O:14])[CH:3]1[C:4]([CH3:8])([CH3:9])[CH2:5][CH:6]=[CH:7]2. Procedure details: A solution of 2,6,6-trimethyl-1-crotonoyl-1,3-cyclohexadiene (1.0 g.) in 10 ml. of dioxan was heated under the same conditions as described in Example 49 with acidic diatomaceous earth (0.2 g.).